From a dataset of the Open Reaction Database (ORD), a public repository of structured organic reaction records. describe an organic reaction: reactants, conditions, products, and yield Reactants: NC1=NC(=CC(=N1)C1=CC(=C(C#N)C=C1)F)Cl (4-(2-amino-6-chloro-4-pyrimidinyl)-2-fluorobenzonitrile), CC1(OB(OC1(C)C)C1=CC=C(C(=O)N)C=C1)C (4-(4,4,5,5-tetramethyl-1,3,2-dioxaborolan-2-yl)benzamide), C(=O)([O-])[O-].[Na+].[Na+] (Na2CO3). The reagents and catalysts are C=1C=CC(=CC1)[P](C=2C=CC=CC2)(C=3C=CC=CC3)[Pd]([P](C=4C=CC=CC4)(C=5C=CC=CC5)C=6C=CC=CC6)([P](C=7C=CC=CC7)(C=8C=CC=CC8)C=9C=CC=CC9)[P](C=1C=CC=CC1)(C=1C=CC=CC1)C=1C=CC=CC1 (Pd(PPh3)4). The solvent is O1CCOCC1 (1,4-dioxane), O (water). Run at temperature 110 celsius. Product: NC1=NC(=CC(=N1)C1=CC=C(C(=O)N)C=C1)C1=CC(=C(C=C1)C#N)F (4-[2-Amino-6-(4-cyano-3-fluorophenyl)-4-pyrimidinyl]benzamide). Isolated yield 35.4%. Reaction SMILES: [NH2:1][C:2]1[N:7]=[C:6]([C:8]2[CH:15]=[CH:14][C:11]([C:12]#[N:13])=[C:10]([F:16])[CH:9]=2)[CH:5]=[C:4](Cl)[N:3]=1.CC1(C)C(C)(C)OB([C:26]2[CH:34]=[CH:33][C:29]([C:30]([NH2:32])=[O:31])=[CH:28][CH:27]=2)O1.C([O-])([O-])=O.[Na+].[Na+]>O1CCOCC1.O.C1C=CC([P]([Pd]([P](C2C=CC=CC=2)(C2C=CC=CC=2)C2C=CC=CC=2)([P](C2C=CC=CC=2)(C2C=CC=CC=2)C2C=CC=CC=2)[P](C2C=CC=CC=2)(C2C=CC=CC=2)C2C=CC=CC=2)(C2C=CC=CC=2)C2C=CC=CC=2)=CC=1>[NH2:1][C:2]1[N:3]=[C:4]([C:26]2[CH:34]=[CH:33][C:29]([C:30]([NH2:32])=[O:31])=[CH:28][CH:27]=2)[CH:5]=[C:6]([C:8]2[CH:15]=[CH:14][C:11]([C:12]#[N:13])=[C:10]([F:16])[CH:9]=2)[N:7]=1 |f:2.3.4,^1:52,54,73,92|. Procedure details: A mixture of 4-(2-amino-6-chloro-4-pyrimidinyl)-2-fluorobenzonitrile (400 mg, 1.61 mmol), 4-(4,4,5,5-tetramethyl-1,3,2-dioxaborolan-2-yl)benzamide (397.0 mg, 2.41 mmol), Pd(PPh3)4 (185 mg, 0.16 mmol), and Na2CO3 (427 mg, 4.02 mmol) in 1,4-dioxane (60 mL) and water (20.0 mL) was stirred and heated at 110° C. for 1 hour under nitrogen. The mixture was cooled to room temperature and concentrated, and the resulting residue was portioned between EtOAc (100 mL) and water (100 mL). The aqueous phase wa...